Dataset: the Open Reaction Database (ORD), a public repository of structured organic reaction records. Task: describe an organic reaction: reactants, conditions, products, and yield Product: O=Cc1cnc2ccc(Cl)cc2c1Nc1ccc(Cc2ccccc2)cc1. The reactants are OCc1cnc2ccc(Cl)cc2c1Nc1ccc(Cc2ccccc2)cc1, C[N+]1([O-])CCOCC1, CCC[N+](CCC)(CCC)CCC, ClCCl, O=[Ru](=O)(=O)[O-]. As a reaction SMILES: [CH2:1]([c:2]1[cH:3][cH:4][cH:5][cH:6][cH:7]1)[c:8]1[cH:9][cH:10][c:11]([NH:14][c:15]2[c:16]([CH2:26][OH:27])[cH:17][n:18][c:19]3[cH:20][cH:21][c:22]([Cl:25])[cH:23][c:24]23)[cH:12][cH:13]1.[CH3:28][N+:29]1([O-:30])[CH2:31][CH2:32][O:33][CH2:34][CH2:35]1.[CH3:44][CH2:45][CH2:46][N+:47]([CH2:48][CH2:49][CH3:50])([CH2:51][CH2:52][CH3:53])[CH2:54][CH2:55][CH3:56].[Cl:36][CH2:37][Cl:38].[O-:39][Ru:40](=[O:41])(=[O:42])=[O:43]>>[CH2:1]([c:2]1[cH:3][cH:4][cH:5][cH:6][cH:7]1)[c:8]1[cH:9][cH:10][c:11]([NH:14][c:15]2[c:16]([CH:26]=[O:27])[cH:17][n:18][c:19]3[cH:20][cH:21][c:22]([Cl:25])[cH:23][c:24]23)[cH:12][cH:13]1. Starting materials: N1C=C(C2=CC=CC=C12)C[C@H]1C(N(CCN1)CCC1=CC=CC=C1)=O ((S)-3-(1H-Indol-3-ylmethyl)-1-(2-phenyl-ethyl)-2-oxo-piperazine), Cl (hydrochloride). Solvent: ClCCl (dichloromethane). Run at temperature 0 celsius. The product is Cl.N1C=C(C2=CC=CC=C12)C[C@H]1C(N(CCN1)CCC1=CC=CC=C1)=O ((S)-3-(1H-Indol-3-ylmethyl)-1-(2-phenyl-ethyl)-2-oxo-piperazine hydrochloride salt). RXN SMILES: [NH:1]1[C:9]2[C:4](=[CH:5][CH:6]=[CH:7][CH:8]=2)[C:3]([CH2:10][C@@H:11]2[NH:16][CH2:15][CH2:14][N:13]([CH2:17][CH2:18][C:19]3[CH:24]=[CH:23][CH:22]=[CH:21][CH:20]=3)[C:12]2=[O:25])=[CH:2]1.[ClH:26]>ClCCl>[ClH:26].[NH:1]1[C:9]2[C:4](=[CH:5][CH:6]=[CH:7][CH:8]=2)[C:3]([CH2:10][C@@H:11]2[NH:16][CH2:15][CH2:14][N:13]([CH2:17][CH2:18][C:19]3[CH:24]=[CH:23][CH:22]=[CH:21][CH:20]=3)[C:12]2=[O:25])=[CH:2]1 |f:3.4|. Reported procedure: Dissolve (S)-3-(1H-Indol-3-ylmethyl)-1-(2-phenyl-ethyl)-2-oxo-piperazine (0.545 g, 1.64 mmol) in dichloromethane (20 mL). Cool to 0° C. Pass hydrochloride gas through the solution for 15 minutes. Evaporate in vacuo to obtain a residue. Triturate with diethyl ether to give a solid. Filter and dry in vacuo to give the title compound. Elem. Anal. calculated for C21H23N3O.HCl.0.8 H2O: C, 65.74; H, 6.70; N, 10.95. Found: C, 66.14; H, 6.96; N, 10.57. Specific rotation [α]2D0 =-104° (c=1.00, DMSO). Starting materials: C(#N)C1=CC2=C(NC(=N2)C(CC(=O)OC)C2=C3C=CNC3=C(C=C2OC)C)C=C1 ((±)-Methyl 3-(5-cyano-1H-benzo[d]imidazol-2-yl)-3-(5-methoxy-7-methyl-1H-indol-4-yl)propanoate), [OH-].[Na+] (NaOH), [OH-].[Na+] (NaOH), [OH-].[Na+] (NaOH). The solvent is CO (MeOH), O (water). Yields the product C(#N)C1=CC2=C(NC(=N2)C(CC(=O)O)C2=C3C=CNC3=C(C=C2OC)C)C=C1 ((±)-3-(5-Cyano-1H-benzo[d]imidazol-2-yl)-3-(5-methoxy-7-methyl-1H-indol-4-yl)propanoic acid). Reaction SMILES: [C:1]([C:3]1[CH:29]=[CH:28][C:6]2[NH:7][C:8]([CH:10]([C:16]3[C:24]([O:25][CH3:26])=[CH:23][C:22]([CH3:27])=[C:21]4[C:17]=3[CH:18]=[CH:19][NH:20]4)[CH2:11][C:12]([O:14]C)=[O:13])=[N:9][C:5]=2[CH:4]=1)#[N:2].[OH-].[Na+]>CO.O>[C:1]([C:3]1[CH:29]=[CH:28][C:6]2[NH:7][C:8]([CH:10]([C:16]3[C:24]([O:25][CH3:26])=[CH:23][C:22]([CH3:27])=[C:21]4[C:17]=3[CH:18]=[CH:19][NH:20]4)[CH2:11][C:12]([OH:14])=[O:13])=[N:9][C:5]=2[CH:4]=1)#[N:2] |f:1.2|. Procedure: To a solution of (±)-methyl 3-(5-cyano-1H-benzo[d]imidazol-2-yl)-3-(5-methoxy-7-methyl-1H-indol-4-yl)propanoate (Example 145-C) (254 mg, 0.248 mmol) in MeOH (6 mL) was added 1N NaOH (1.439 mL, 1.439 mmol) and the resulting solution was stirred at rt. After stirring for 1.5 hrs additional 1N NaOH (1.439 mL, 1.439 mmol) was added to the mixture and the mixture was stirred at rt for 16 hrs. At this point, additional 1N NaOH (1.439 mL, 1.439 mmol) was added and the mixture was heated to 60° C. for 3... Starting materials: C1=CCCCCCCCCCC1 (cyclododecene), C1=CCCC=CCCC=CCC1 (1,5,9-cyclododecatriene), C1(CCC=CCCC=CCCC1)C(C=O)C (2-(4.8-cyclododecadienyl)propan-1-al). Product: C1(CCC=CCCC=CCCC1)C(CO)C (2-(4,8-cyclododecadienyl)propan-1-ol). RXN SMILES: C1CCCCCCCCCCC=1.C1CCC=CCCC=CCCC=1.[CH:25]1([CH:37]([CH3:40])[CH:38]=[O:39])[CH2:36][CH2:35][CH2:34][CH:33]=[CH:32][CH2:31][CH2:30][CH:29]=[CH:28][CH2:27][CH2:26]1>>[CH:25]1([CH:37]([CH3:40])[CH2:38][OH:39])[CH2:36][CH2:35][CH2:34][CH:33]=[CH:32][CH2:31][CH2:30][CH:29]=[CH:28][CH2:27][CH2:26]1. Procedure details: An alternative approach to synthesis of QRM 2172 would be to utilise a cheaper starting material in place of cyclododecene. In this respect, 1,5,9-cyclododecatriene is worthy of investigation. As shown in FIG. 3. the desired reaction product, 2-(4.8-cyclododecadienyl)propan-1-al (5) (referred to herein as QRM 2669) could be hydrogenated to give QRM 2172. It could also be reduced to give 2-(4,8-cyclododecadienyl)propan-1-ol (6) (referred to herein as QRM 2671), a novel molecule, which would have ... Starting materials: CC=1C=CC(=C(C(=O)O)C1)[N+](=O)[O-] (5-methyl-2-nitrobenzoic acid), S(=O)(Cl)Cl (thionyl chloride). The product is CC=1C=CC(=C(C(=O)Cl)C1)[N+](=O)[O-] (5-methyl-2-nitrobenzoyl chloride). Reaction SMILES: [CH3:1][C:2]1[CH:3]=[CH:4][C:5]([N+:11]([O-:13])=[O:12])=[C:6]([CH:10]=1)[C:7](O)=[O:8].S(Cl)([Cl:16])=O>>[CH3:1][C:2]1[CH:3]=[CH:4][C:5]([N+:11]([O-:13])=[O:12])=[C:6]([CH:10]=1)[C:7]([Cl:16])=[O:8]. Procedure: A mixture of 5-methyl-2-nitrobenzoic acid (3.6 g, 19.87 mmol) and thionyl chloride (18 mL) was stirred under reflux for 20 hours then concentrated under reduced pressure to give 5-methyl-2-nitrobenzoyl chloride (3.77 g) which was used without further purification. The reactants are COc1c(Br)c(I)c(C)c(C#N)c1NC(=O)C(F)(F)F, CCOC(C)=O, [K+], [K+], [K+], O=P([O-])([O-])[O-], c1ccc(B2OCCCO2)cc1, c1ccc(P(c2ccccc2)(c2ccccc2)[Pd](P(c2ccccc2)(c2ccccc2)c2ccccc2)(P(c2ccccc2)(c2ccccc2)c2ccccc2)P(c2ccccc2)(c2ccccc2)c2ccccc2)cc1. The product is COc1c(Br)c(-c2ccccc2)c(C)c(C#N)c1NC(=O)C(F)(F)F. As a reaction SMILES: [Br:1][c:2]1[c:3]([O:19][CH3:20])[c:4]([NH:12][C:13]([C:14]([F:15])([F:16])[F:17])=[O:18])[c:5]([C:10]#[N:11])[c:6]([CH3:9])[c:7]1[I:8].[CH3:41][CH2:42][O:43][C:44](=[O:45])[CH3:46].[K+:38].[K+:39].[K+:40].[P:33]([O-:34])([O-:35])([O-:36])=[O:37].[c:21]1([B:27]2[O:28][CH2:29][CH2:30][CH2:31][O:32]2)[cH:22][cH:23][cH:24][cH:25][cH:26]1.[cH:47]1[cH:48][cH:49][c:50]([P:51]([Pd:52]([P:53]([c:54]2[cH:55][cH:56][cH:57][cH:58][cH:59]2)([c:60]2[cH:61][cH:62][cH:63][cH:64][cH:65]2)[c:66]2[cH:67][cH:68][cH:69][cH:70][cH:71]2)([P:72]([c:73]2[cH:74][cH:75][cH:76][cH:77][cH:78]2)([c:79]2[cH:80][cH:81][cH:82][cH:83][cH:84]2)[c:85]2[cH:86][cH:87][cH:88][cH:89][cH:90]2)[P:91]([c:92]2[cH:93][cH:94][cH:95][cH:96][cH:97]2)([c:98]2[cH:99][cH:100][cH:101][cH:102][cH:103]2)[c:104]2[cH:105][cH:106][cH:107][cH:108][cH:109]2)([c:110]2[cH:111][cH:112][cH:113][cH:114][cH:115]2)[c:116]2[cH:117][cH:118][cH:119][cH:120][cH:121]2)[cH:122][cH:123]1>>[Br:1][c:2]1[c:3]([O:19][CH3:20])[c:4]([NH:12][C:13]([C:14]([F:15])([F:16])[F:17])=[O:18])[c:5]([C:10]#[N:11])[c:6]([CH3:9])[c:7]1-[c:21]1[cH:22][cH:23][cH:24][cH:25][cH:26]1. Reactants: C(C)(C)(C)OC(=O)N[C@H]([C@H](C[C@H](C(=O)O)C)O)C[C@H](CC1=CC(=C(C=C1)OC)OCCCOC)C(C)C (5(S)-tert-butoxycarbonylamino-4(S)-hydroxy-7(S)-isopropyl-2(R)-methyl-8-[4-methoxy-3-(3-methoxypropyloxy)-phenyl]-octanoic acid), [Si](C)(C)(C(C)(C)C)Cl (tert-butyldimethylsilyl chloride), N1C=NC=C1 (imidazole). Solvent: CN(C=O)C (dimethylformamide). Reaction conditions: time 16 hour. The product is C(C)(C)(C)OC(=O)N[C@H]([C@H](C[C@H](C(=O)O)C)O[Si](C)(C)C(C)(C)C)C[C@H](CC1=CC(=C(C=C1)OC)OCCCOC)C(C)C (5(S)-tert-butoxycarbonylamino-4(S)-tert-butyldimethylsilyloxy-7(S)-isopropyl-2(R)-methyl-8-[4-methoxy-3-(3-methoxypropyloxy)-phenyl]-octanoic acid). Reaction SMILES: [C:1]([O:5][C:6]([NH:8][C@@H:9]([CH2:18][C@@H:19]([CH:35]([CH3:37])[CH3:36])[CH2:20][C:21]1[CH:26]=[CH:25][C:24]([O:27][CH3:28])=[C:23]([O:29][CH2:30][CH2:31][CH2:32][O:33][CH3:34])[CH:22]=1)[C@@H:10]([OH:17])[CH2:11][C@@H:12]([CH3:16])[C:13]([OH:15])=[O:14])=[O:7])([CH3:4])([CH3:3])[CH3:2].[Si:38](Cl)([C:41]([CH3:44])([CH3:43])[CH3:42])([CH3:40])[CH3:39].N1C=CN=C1>CN(C)C=O>[C:1]([O:5][C:6]([NH:8][C@@H:9]([CH2:18][C@@H:19]([CH:35]([CH3:37])[CH3:36])[CH2:20][C:21]1[CH:26]=[CH:25][C:24]([O:27][CH3:28])=[C:23]([O:29][CH2:30][CH2:31][CH2:32][O:33][CH3:34])[CH:22]=1)[C@@H:10]([O:17][Si:38]([C:41]([CH3:44])([CH3:43])[CH3:42])([CH3:40])[CH3:39])[CH2:11][C@@H:12]([CH3:16])[C:13]([OH:15])=[O:14])=[O:7])([CH3:3])([CH3:2])[CH3:4]. Procedure: 4.45 g of 5(S)-tert-butoxycarbonylamino-4(S)-hydroxy-7(S)-isopropyl-2(R)-methyl-8-[4-methoxy-3-(3-methoxypropyloxy)-phenyl]-octanoic acid (crude) are stirred in 45 ml of dimethylformamide with 2.36 g of tert-butyldimethylsilyl chloride and 2.03 g of imidazole for 6 days at room temperature. The mixture is concentrated by evaporation and the residue is partitioned between 10% citric acid solution and ethyl acetate. The organic phase is concentrated and stirred in 20 ml of tetrahydrofuran, 8 ml of... Starting materials: C(#N)CCNC(CN1N=CC(=C1)C1=C2CCCN(C2=CC=C1)C(CCCOC1=C(C(=CC=C1)C)C)=O)=O (N-(2-cyanoethyl)-2-(4-(1-(4-(2,3-dimethylphenoxy)butanoyl)-1,2,3,4-tetrahydroquinolin-5-yl)-1H-pyrazol-1-yl)acetamide), NCCC#N (3-aminopropanenitrile), NCCNC(OC(C)(C)C)=O (tert-butyl 2-aminoethylcarbamate). Yields the product CC1=C(OCCCC(=O)N2CCCC3=C(C=CC=C23)C=2C=NN(C2)CC=2C=C(C(=O)NCCNC(OC(C)(C)C)=O)C=CC2)C=CC=C1C (tert-Butyl 2-(3-((4-(1-(4-(2,3-dimethylphenoxy)butanoyl)-1,2,3,4-tetrahydroquinolin-5-yl)-1H-pyrazol-1-yl)methyl)benzamido)ethylcarbamate). RXN SMILES: C(CCNC(=O)[CH2:7][N:8]1[CH:12]=[C:11]([C:13]2[CH:22]=[CH:21][CH:20]=[C:19]3[C:14]=2[CH2:15][CH2:16][CH2:17][N:18]3[C:23](=[O:36])[CH2:24][CH2:25][CH2:26][O:27][C:28]2[CH:33]=[CH:32][CH:31]=[C:30]([CH3:34])[C:29]=2[CH3:35])[CH:10]=[N:9]1)#N.N[CH2:39][CH2:40][C:41]#N.[NH2:43][CH2:44][CH2:45][NH:46][C:47](=[O:53])[O:48][C:49]([CH3:52])([CH3:51])[CH3:50]>>[CH3:35][C:29]1[C:30]([CH3:34])=[CH:31][CH:32]=[CH:33][C:28]=1[O:27][CH2:26][CH2:25][CH2:24][C:23]([N:18]1[C:19]2[C:14](=[C:13]([C:11]3[CH:10]=[N:9][N:8]([CH2:7][C:39]4[CH:30]=[C:29]([CH:35]=[CH:41][CH:40]=4)[C:28]([NH:43][CH2:44][CH2:45][NH:46][C:47](=[O:53])[O:48][C:49]([CH3:50])([CH3:52])[CH3:51])=[O:27])[CH:12]=3)[CH:22]=[CH:21][CH:20]=2)[CH2:15][CH2:16][CH2:17]1)=[O:36]. Reported procedure: The title compound was prepared using a procedure analogous to N-(2-cyanoethyl)-2-(4-(1-(4-(2,3-dimethylphenoxy)butanoyl)-1,2,3,4-tetrahydroquinolin-5-yl)-1H-pyrazol-1-yl)acetamide except that Example 1 was replaced with Example 95 and 3-aminopropanenitrile was replaced with tert-butyl 2-aminoethylcarbamate. LCMS, [M+H]+=666.4. Starting materials: COC1=C(C(=O)OC)C=CC(=C1)NC(=O)C=1OC(=C(C1)C(C)C)C(C)C (methyl 2-methoxy-4-[(4,5-diisopropylfuran-2-carbonyl)amino]benzoate). Procedure details: The aforementioned ester (65 mg, 0.181 mmol) was hydrolyzed with sodium hydroxide in a conventional manner, and extraction and recrystallization were performed to obtain the title compound (25, 55 mg, 87%) as colorless needles. The solvent is [OH-].[Na+] (sodium hydroxide). Isolated yield 88.0%. As a reaction SMILES: [CH3:1][O:2][C:3]1[CH:12]=[C:11]([NH:13][C:14]([C:16]2[O:17][C:18]([CH:24]([CH3:26])[CH3:25])=[C:19]([CH:21]([CH3:23])[CH3:22])[CH:20]=2)=[O:15])[CH:10]=[CH:9][C:4]=1[C:5]([O:7]C)=[O:6]>[OH-].[Na+]>[CH3:1][O:2][C:3]1[CH:12]=[C:11]([NH:13][C:14]([C:16]2[O:17][C:18]([CH:24]([CH3:26])[CH3:25])=[C:19]([CH:21]([CH3:22])[CH3:23])[CH:20]=2)=[O:15])[CH:10]=[CH:9][C:4]=1[C:5]([OH:7])=[O:6] |f:1.2|. Product: COC1=C(C(=O)O)C=CC(=C1)NC(=O)C=1OC(=C(C1)C(C)C)C(C)C (2-Methoxy-4-[(4,5-diisopropylfuran-2-carbonyl)amino]benzoic acid).